Dataset: the Open Reaction Database (ORD), a public repository of structured organic reaction records. Task: describe an organic reaction: reactants, conditions, products, and yield The reactants are C[O-].[Na+] (sodium methylate), COC1=NC(=NC(=C1)OC)N1C(=NC2=C1C=CC=C2)S(=O)(=O)C (1-(4,6-dimethoxypyrimidin-2-yl)-2-methylsulfonylbenzimidazole), Ice water. Solvent: O1CCCC1 (tetrahydrofuran). Reaction conditions: time 1 hour. Product: COC1=NC(=NC(=C1)OC)N1C(=NC2=C1C=CC=C2)OC (1-(4,6-dimethoxypyrimidin-2-yl)-2-methoxybenzimidazole). Yield: 116.8%. Reaction SMILES: [CH3:1][O:2][C:3]1[CH:8]=[C:7]([O:9][CH3:10])[N:6]=[C:5]([N:11]2[C:15]3[CH:16]=[CH:17][CH:18]=[CH:19][C:14]=3[N:13]=[C:12]2S(C)(=O)=O)[N:4]=1.[CH3:24][O-:25].[Na+]>O1CCCC1>[CH3:1][O:2][C:3]1[CH:8]=[C:7]([O:9][CH3:10])[N:6]=[C:5]([N:11]2[C:15]3[CH:16]=[CH:17][CH:18]=[CH:19][C:14]=3[N:13]=[C:12]2[O:25][CH3:24])[N:4]=1 |f:1.2|. Procedure: 1-(4,6-dimethoxypyrimidin-2-yl)-2-methylsulfonylbenzimidazole (0.40 g) was dissolved in tetrahydrofuran (20 ml), and sodium methylate (0.50 g) was added thereto under cooling with ice, followed by stirring for 1 hour. Ice water was added, followed by extraction with ethyl acetate, washing with a saturated sodium chloride aqueous solution and drying over anhydrous magnesium sulfate. The solvent was distilled off, and the mixture was purified by silica gel column chromatography to obtain 0.40 g of... The reactants are Fc1cc(-n2ncc3c(Br)cccc32)ccc1OCc1ccccc1, CC(C)c1cc(C(C)C)c(-c2ccccc2P(C(C)(C)C)C(C)(C)C)c(C(C)C)c1, CCOC(C)=O, Cl, [K+], O=C(C=Cc1ccccc1)C=Cc1ccccc1, C1COCCO1, O=C(C=Cc1ccccc1)C=Cc1ccccc1, O=C(C=Cc1ccccc1)C=Cc1ccccc1, [OH-], O, [Pd], [Pd]. The product is Oc1cccc2c1cnn2-c1ccc(OCc2ccccc2)c(F)c1. RXN SMILES: [Br:1][c:2]1[c:3]2[cH:4][n:5][n:6](-[c:11]3[cH:12][c:13]([F:25])[c:14]([O:17][CH2:18][c:19]4[cH:20][cH:21][cH:22][cH:23][cH:24]4)[cH:15][cH:16]3)[c:7]2[cH:8][cH:9][cH:10]1.[CH3:28][C:29]([P:30]([C:31]([CH3:32])([CH3:33])[CH3:34])[c:35]1[cH:36][cH:37][cH:38][cH:39][c:40]1-[c:41]1[c:42]([CH:43]([CH3:44])[CH3:45])[cH:46][c:47]([CH:48]([CH3:49])[CH3:50])[cH:51][c:52]1[CH:53]([CH3:54])[CH3:55])([CH3:56])[CH3:57].[CH3:66][CH2:67][O:68][C:69](=[O:70])[CH3:71].[ClH:58].[K+:27].[O:110]=[C:111]([CH:112]=[CH:113][c:114]1[cH:115][cH:116][cH:117][cH:118][cH:119]1)[CH:120]=[CH:121][c:122]1[cH:123][cH:124][cH:125][cH:126][cH:127]1.[O:59]1[CH2:60][CH2:61][O:62][CH2:63][CH2:64]1.[O:74]=[C:75]([CH:76]=[CH:77][c:78]1[cH:79][cH:80][cH:81][cH:82][cH:83]1)[CH:84]=[CH:85][c:86]1[cH:87][cH:88][cH:89][cH:90][cH:91]1.[O:92]=[C:93]([CH:94]=[CH:95][c:96]1[cH:97][cH:98][cH:99][cH:100][cH:101]1)[CH:102]=[CH:103][c:104]1[cH:105][cH:106][cH:107][cH:108][cH:109]1.[OH-:26].[OH2:65].[Pd:72].[Pd:73]>>[c:2]1([OH:26])[c:3]2[cH:4][n:5][n:6](-[c:11]3[cH:12][c:13]([F:25])[c:14]([O:17][CH2:18][c:19]4[cH:20][cH:21][cH:22][cH:23][cH:24]4)[cH:15][cH:16]3)[c:7]2[cH:8][cH:9][cH:10]1. Starting materials: Cc1ccsc1C, ClC(Cl)Cl, O=S(=O)(O)Cl, [NH4+], [OH-]. Product: Cc1cc(S(N)(=O)=O)sc1C. As a reaction SMILES: [CH3:1][c:2]1[s:3][cH:4][cH:5][c:6]1[CH3:7].[CH:15]([Cl:16])([Cl:17])[Cl:18].[Cl:8][S:9](=[O:10])(=[O:11])[OH:12].[NH4+:13].[OH-:14]>>[CH3:1][c:2]1[s:3][c:4]([S:9](=[O:10])(=[O:12])[NH2:13])[cH:5][c:6]1[CH3:7]. The reactants are COC(=O)Cc1cncn1Cc1ccc(C#N)c(F)c1, C1CCOC1, Cl, [Li+], [OH-], O. The product is N#Cc1ccc(Cn2cncc2CC(=O)[O-])cc1F, [Li+]. As a reaction SMILES: [C:1](#[N:2])[c:3]1[c:4]([F:20])[cH:5][c:6]([CH2:7][n:8]2[cH:9][n:10][cH:11][c:12]2[CH2:13][C:14](=[O:15])[O:16][CH3:17])[cH:18][cH:19]1.[CH2:24]1[O:25][CH2:26][CH2:27][CH2:28]1.[ClH:23].[Li+:22].[OH-:21].[OH2:29]>>[C:1](#[N:2])[c:3]1[c:4]([F:20])[cH:5][c:6]([CH2:7][n:8]2[cH:9][n:10][cH:11][c:12]2[CH2:13][C:14](=[O:15])[O-:16])[cH:18][cH:19]1.[Li+:22]. Starting materials: CCCC[N+](CCCC)(CCCC)CCCC, C1CCOC1, COc1ccc(C(OCC2OC(n3cc(C#C[Si](C)(C)C)c(=O)[nH]c3=O)CC2O)(c2ccccc2)c2ccccc2)cc1, [F-]. Yields the product C#Cc1cn(C2CC(O)C(COC(c3ccccc3)(c3ccccc3)c3ccc(OC)cc3)O2)c(=O)[nH]c1=O. As a reaction SMILES: [CH2:45]([N+:46]([CH2:47][CH2:48][CH2:49][CH3:50])([CH2:51][CH2:52][CH2:53][CH3:54])[CH2:55][CH2:56][CH2:57][CH3:58])[CH2:59][CH2:60][CH3:61].[CH2:62]1[O:63][CH2:64][CH2:65][CH2:66]1.[CH3:1][Si:2]([CH3:3])([CH3:4])[C:5]#[C:6][c:7]1[c:8](=[O:43])[nH:9][c:10](=[O:42])[n:11]([CH:12]2[CH2:13][CH:14]([OH:15])[CH:16]([CH2:17][O:18][C:19]([c:20]3[cH:21][cH:22][c:23]([O:26][CH3:27])[cH:24][cH:25]3)([c:28]3[cH:29][cH:30][cH:31][cH:32][cH:33]3)[c:34]3[cH:35][cH:36][cH:37][cH:38][cH:39]3)[O:40]2)[cH:41]1.[F-:44]>>[CH:5]#[C:6][c:7]1[c:8](=[O:43])[nH:9][c:10](=[O:42])[n:11]([CH:12]2[CH2:13][CH:14]([OH:15])[CH:16]([CH2:17][O:18][C:19]([c:20]3[cH:21][cH:22][c:23]([O:26][CH3:27])[cH:24][cH:25]3)([c:28]3[cH:29][cH:30][cH:31][cH:32][cH:33]3)[c:34]3[cH:35][cH:36][cH:37][cH:38][cH:39]3)[O:40]2)[cH:41]1. Starting materials: C(C)(C)(C)OC(NC1(COC(OC1)(C)C)CCC1=CC(=C(C=C1)OCCCC1=C(C=CC(=C1)C)F)C(F)(F)F)=O ([5-(2-{4-[3-(2-fluoro-5-methylphenyl)propoxy]-3-trifluoromethylphenyl}ethyl)-2,2-dimethyl-1,3-dioxan-5-yl]carbamic acid t-butyl ester), Cl (hydrochloric acid). Run in C(C)O (ethanol). The product is Cl.NC(CO)(CO)CCC1=CC(=C(C=C1)OCCCC1=C(C=CC(=C1)C)F)C(F)(F)F (2-amino-2-(2-{4-[3-(2-fluoro-5-methylphenyl)propoxy]-3-trifluoromethylphenyl}ethyl)propane-1,3-diol hydrochloride). Run at temperature 80 celsius, time 2 hour. Procedure: Compound 45-5 (640 mg) was dissolved in ethanol (15 ml), concentrated hydrochloric acid (1.5 ml) was added, and the mixture was stirred at 80° C. for 2 hr. The reaction mixture was concentrated, and the residue was washed with diethyl ether to give the object product (480 mg) as a white powder. Reaction SMILES: C(OC(=O)[NH:7][C:8]1([CH2:16][CH2:17][C:18]2[CH:23]=[CH:22][C:21]([O:24][CH2:25][CH2:26][CH2:27][C:28]3[CH:33]=[C:32]([CH3:34])[CH:31]=[CH:30][C:29]=3[F:35])=[C:20]([C:36]([F:39])([F:38])[F:37])[CH:19]=2)[CH2:13][O:12]C(C)(C)[O:10][CH2:9]1)(C)(C)C.[ClH:41]>C(O)C>[ClH:41].[NH2:7][C:8]([CH2:16][CH2:17][C:18]1[CH:23]=[CH:22][C:21]([O:24][CH2:25][CH2:26][CH2:27][C:28]2[CH:33]=[C:32]([CH3:34])[CH:31]=[CH:30][C:29]=2[F:35])=[C:20]([C:36]([F:39])([F:37])[F:38])[CH:19]=1)([CH2:9][OH:10])[CH2:13][OH:12] |f:3.4|. Reactants: C1(=CC=CC=C1)CCN (2-Phenylethylamine), C(C)(=O)OCC (ethyl acetate), [N+](=O)([O-])C1=CC=C(C=C1)OC([C@@H](NC(=O)OCC1=CC=CC=C1)CC1=CC=CC=C1)=O (N-benzyloxycarbonyl-L-phenylalanine 4-nitrophenyl ester), CO.C(Cl)(Cl)Cl (methanol chloroform), [H][H] (hydrogen). The reagents and catalysts are [Pd] (palladium on carbon). Run at time 9 hour. Yields the product Cl.C1(=CC=CC=C1)CCNC([C@@H](N)CC1=CC=CC=C1)=O (L-Phenylalanine-2-phenylethylamide hydrochloride). As a reaction SMILES: [C:1]1([CH2:7][CH2:8][NH2:9])[CH:6]=[CH:5][CH:4]=[CH:3][CH:2]=1.C(OCC)(=O)C.[N+](C1C=CC([O:25][C:26](=O)[C@H:27]([CH2:39][C:40]2[CH:45]=[CH:44][CH:43]=[CH:42][CH:41]=2)[NH:28]C(OCC2C=CC=CC=2)=O)=CC=1)([O-])=O.[H][H].CO.C(Cl)(Cl)[Cl:52]>[Pd]>[ClH:52].[C:1]1([CH2:7][CH2:8][NH:9][C:26](=[O:25])[C@H:27]([CH2:39][C:40]2[CH:41]=[CH:42][CH:43]=[CH:44][CH:45]=2)[NH2:28])[CH:6]=[CH:5][CH:4]=[CH:3][CH:2]=1 |f:4.5,7.8|. Procedure details: 2-Phenylethylamine (577 mg, 4.8 mmol) was added to an ethyl acetate solution (50 ml) of N-benzyloxycarbonyl-L-phenylalanine 4-nitrophenyl ester (2.0 g, 4.8 mmol). The mixture was stirred at room temperature for 9 hours. After completion of the reaction, the reaction mixture was washed with a dilute aqueous solution of sodium hydroxide until washings became free from coloring, and then washed with water and saturated brine, and was dried over anhydrous magnesium sulfate. The solvent was distilled... Reactants: NC=1C=CC2=C(N(C=N2)C(CC(=O)OCC)C2=CC=CC=C2)C1 (ethyl 3-(6-amino-1H-benzimidazol-1-yl)-3-phenylpropanoate), ClC1=C(C(C(=O)O)=C(C(=C1)Cl)Cl)O (3,5,6-trichlorosalicylic acid). Yields the product C1(=CC=CC=C1)C(CC(=O)O)N1C=NC2=C1C=C(C=C2)NC(C2=C(C(=CC(=C2O)Cl)Cl)Cl)=O (3-Phenyl-3-{6-[(2,3,5-trichloro-6-hydroxybenzoyl)amino]-1H-benzimidazol-1-yl}propanoic acid). RXN SMILES: [NH2:1][C:2]1[CH:3]=[CH:4][C:5]2[N:9]=[CH:8][N:7]([CH:10]([C:17]3[CH:22]=[CH:21][CH:20]=[CH:19][CH:18]=3)[CH2:11][C:12]([O:14]CC)=[O:13])[C:6]=2[CH:23]=1.[Cl:24][C:25]1[CH:33]=[C:32]([Cl:34])[C:31]([Cl:35])=[C:27]([C:28](O)=[O:29])[C:26]=1[OH:36]>>[C:17]1([CH:10]([N:7]2[C:6]3[CH:23]=[C:2]([NH:1][C:28](=[O:29])[C:27]4[C:26]([OH:36])=[C:25]([Cl:24])[CH:33]=[C:32]([Cl:34])[C:31]=4[Cl:35])[CH:3]=[CH:4][C:5]=3[N:9]=[CH:8]2)[CH2:11][C:12]([OH:14])=[O:13])[CH:18]=[CH:19][CH:20]=[CH:21][CH:22]=1. Procedure: Using a similar procedure to that described in Preparation 21, the title compound (19 mg) was prepared from ethyl 3-(6-amino-1H-benzimidazol-1-yl)-3-phenylpropanoate and 3,5,6-trichlorosalicylic acid (HATU was substituted for TBTU), and purified by RP-HPLC. [LCMS (Method A, Mobile Phase I) RT=4.54 min, MH+ 506]. Reactants: O (water), C(C)OC(C1=CC=C(C=C1)F)=O (4-fluorobenzoic acid ethyl ester), C[C@@H]1CNC[C@@H](O1)C (cis-2,6-dimethylmorpholine), C([O-])([O-])=O.[K+].[K+] (potassium carbonate). The solvent is C(C)(=O)OCC (ethyl acetate), CS(=O)C (dimethylsulfoxide). Yields the product C(C)OC(C1=CC=C(C=C1)N1C[C@H](O[C@H](C1)C)C)=O (4-(cis-2,6-dimethylmorpholin-4-yl)benzoic acid ethyl ester). Isolated yield 11.8%. As a reaction SMILES: [CH2:1]([O:3][C:4](=[O:12])[C:5]1[CH:10]=[CH:9][C:8](F)=[CH:7][CH:6]=1)[CH3:2].[CH3:13][C@H:14]1[O:19][C@@H:18]([CH3:20])[CH2:17][NH:16][CH2:15]1.C(=O)([O-])[O-].[K+].[K+].O>CS(C)=O.C(OCC)(=O)C>[CH2:1]([O:3][C:4](=[O:12])[C:5]1[CH:10]=[CH:9][C:8]([N:16]2[CH2:15][C@H:14]([CH3:13])[O:19][C@H:18]([CH3:20])[CH2:17]2)=[CH:7][CH:6]=1)[CH3:2] |f:2.3.4|. Reported procedure: A solution of 4-fluorobenzoic acid ethyl ester (3 g), cis-2,6-dimethylmorpholine (2.26 g) and potassium carbonate (2.47 g) in dimethylsulfoxide (60 ml) was stirred for 18 hours at 80° C. The reaction mixture was added to a mixture of water and ethyl acetate. The organic layer was taken and dried over magnesium sulfate. The magnesium sulfate was filtered off, and the filtrate was concentrated under reduced pressure. The residue was purified by silica gel chromatography (5:1 hexane-ethyl acetate e... Starting materials: Cl.C(C)OCCN1C(=NC2=C1C=CC=C2)N2CCN(CCC2)CCC2(CNCC2)C2=CC=CC=C2 (3-(2-(4-(1-(2-ethoxyethyl)-1H-benzimidazol-2-yl)[1,4]diazepan-1-yl)ethyl)-3-phenylpyrrolidine hydrochloric acid salt), C(C)(C)N(C(C)C)CC (N,N-diisopropylethylamine), Cl.C(C)N=C=NCCCN(C)C (1-ethyl-3-(3-dimethylaminopropyl)carbodiimide hydrochloride), COC1=C(C(=O)O)C=C(C=C1)O (2-methoxy-5-hydroxybenzoic acid), O.ON1N=NC2=C1C=CC=C2 (1-hydroxybenzotriazole hydrate). Run in CO.ClCCl (methanol dichloromethane), CO.ClCCl (methanol dichloromethane), CO.ClCCl (methanol dichloromethane), CO.ClCCl (methanol dichloromethane), ClCCl (dichloromethane), ClCCl (dichloromethane-). Conditions: time 18 hour. Yields the product COC1=C(C(=O)N2CC(CC2)(C2=CC=CC=C2)CCN2CCN(CCC2)C2=NC3=C(N2CCOCC)C=CC=C3)C=C(C=C1)O (1-(2-Methoxy-5-hydroxybenzoyl)-3-(2-(4-(1-(2-ethoxyethyl)-1H-benzimidazol-2-yl)[1,4]diazepan-1-yl)ethyl)-3-phenylpyrrolidine). Reaction SMILES: Cl.[CH2:2]([O:4][CH2:5][CH2:6][N:7]1[C:11]2[CH:12]=[CH:13][CH:14]=[CH:15][C:10]=2[N:9]=[C:8]1[N:16]1[CH2:22][CH2:21][CH2:20][N:19]([CH2:23][CH2:24][C:25]2([C:30]3[CH:35]=[CH:34][CH:33]=[CH:32][CH:31]=3)[CH2:29][CH2:28][NH:27][CH2:26]2)[CH2:18][CH2:17]1)[CH3:3].[CH3:36][O:37][C:38]1[CH:46]=[CH:45][C:44]([OH:47])=[CH:43][C:39]=1[C:40](O)=[O:41].O.ON1C2C=CC=CC=2N=N1.Cl.C(N=C=NCCCN(C)C)C.C(N(CC)C(C)C)(C)C>ClCCl.CO.ClCCl>[CH3:36][O:37][C:38]1[CH:46]=[CH:45][C:44]([OH:47])=[CH:43][C:39]=1[C:40]([N:27]1[CH2:28][CH2:29][C:25]([CH2:24][CH2:23][N:19]2[CH2:20][CH2:21][CH2:22][N:16]([C:8]3[N:7]([CH2:6][CH2:5][O:4][CH2:2][CH3:3])[C:11]4[CH:12]=[CH:13][CH:14]=[CH:15][C:10]=4[N:9]=3)[CH2:17][CH2:18]2)([C:30]2[CH:35]=[CH:34][CH:33]=[CH:32][CH:31]=2)[CH2:26]1)=[O:41] |f:0.1,3.4,5.6,9.10|. Procedure: Combine 3-(2-(4-(1-(2-ethoxyethyl)-1H-benzimidazol-2-yl)[1,4]diazepan-1-yl)ethyl)-3-phenylpyrrolidine hydrochloric acid salt (prepared from (−)-3-phenyl-3-(2-hydroxyethyl)pyrrolidine(R,R)-di-p-anisoyltartaric acid salt) (0.53 g, 1.0 mmol), 2-methoxy-5-hydroxybenzoic acid (0.17 g, 1.0 mmol), 1-hydroxybenzotriazole hydrate (0.13 g, 1.0 mmol), 1-ethyl-3-(3-dimethylaminopropyl)carbodiimide hydrochloride (0.19 g, 1.0 mmol), and N,N-diisopropylethylamine (0.34 mL, 2.0 mmol) in dichloromethane-(10 mL)....